describe an organic reaction: reactants, conditions, products, and yield From a dataset of the Open Reaction Database (ORD), a public repository of structured organic reaction records. Reactants: C(CC#C)O (3-butyn-1-ol), [Si](C)(C)(C(C)(C)C)Cl (t-butyldimethylsilyl chloride), N1C=NC=C1 (imidazol), resultant mixture. Solvent: CN(C)C=O (DMF). The product is O([Si](C)(C)C(C)(C)C)CC#CCC (5-(t-butyldimethylsiloxy)-3-pentyne). RXN SMILES: [CH2:1]([OH:5])[CH2:2][C:3]#[CH:4].[Si:6](Cl)([C:9]([CH3:12])([CH3:11])[CH3:10])([CH3:8])[CH3:7].N1C=CN=[CH:15]1>CN(C=O)C>[O:5]([CH2:1][C:2]#[C:3][CH2:4][CH3:15])[Si:6]([C:9]([CH3:12])([CH3:11])[CH3:10])([CH3:8])[CH3:7]. Procedure details: To a solution of 3-butyn-1-ol (g) (10.0 g) in DMF (80 ml) were added t-butyldimethylsilyl chloride (21.5 g) and imidazol (10.6 g), and the resultant mixture was kept at 35° C. for 7 hours. The reaction mixture was treated in the conventional manner and the obtained crude product was distilled to give the title compound (h). Reactants: [OH-].[Na+] (sodium hydroxide), C(C)(=O)O (acetic acid), C1=CN=C2N1C1=C(NC2=O)C=2C=CC=CC2C1 (5H,10H-imidazo[1,2-a]indeno[1,2-e]pyrazin-4-one), C(C=O)(=O)OC(C)(C)C (tert-butyl glyoxylate). Solvent: O (water), CS(=O)C (dimethyl sulphoxide), CN(C=O)C (dimethylformamide). Conditions: time 35 minute. Product: C(C)(C)(C)OC(=O)C=C1C=2C=CC=CC2C=2NC(C=3N(C21)C=CN3)=O (10-(tert-butoxycarbonylmethylene)-5H,10H-imidazo-[1,2-a]indeno[1,2-e]pyrazin-4-one). The yield is 25.1%. As a reaction SMILES: [CH:1]1[N:5]2[C:6]3[CH2:17][C:16]4[CH:15]=[CH:14][CH:13]=[CH:12][C:11]=4[C:7]=3[NH:8][C:9](=[O:10])[C:4]2=[N:3][CH:2]=1.[OH-].[Na+].[C:20]([O:24][C:25]([CH3:28])([CH3:27])[CH3:26])(=[O:23])[CH:21]=O.C(O)(=O)C>CS(C)=O.CN(C)C=O.O>[C:25]([O:24][C:20]([CH:21]=[C:17]1[C:6]2[N:5]3[CH:1]=[CH:2][N:3]=[C:4]3[C:9](=[O:10])[NH:8][C:7]=2[C:11]2[CH:12]=[CH:13][CH:14]=[CH:15][C:16]1=2)=[O:23])([CH3:28])([CH3:27])[CH3:26] |f:1.2|. Reported procedure: to a solution, cooled to 19° C. and under cover of nitrogen, of 9 g of 5H,10H-imidazo[1,2-a]indeno[1,2-e]pyrazin-4-one in 180 ml of dimethyl sulphoxide are added 4 g of 60% sodium hydroxide portionwise with stirring. The stirring is continued for 35 minutes and 7.8 g of tert-butyl glyoxylate are added dropwise. After stirring for 18 hours the reaction mixture is treated with 9 ml of acetic acid and 150 ml of water. The suspension is filtered and the insoluble material is washed with water (2×200... Reactants: CCNS(=O)(=O)c1cccc(C(=O)OC)c1Cl, [Na+], [OH-]. Product: CCNS(=O)(=O)c1cccc(C(=O)O)c1Cl. RXN SMILES: [Cl:1][c:2]1[c:3]([C:4](=[O:5])[O:6][CH3:7])[cH:8][cH:9][cH:10][c:11]1[S:12](=[O:13])(=[O:14])[NH:15][CH2:16][CH3:17].[Na+:19].[OH-:18]>>[Cl:1][c:2]1[c:3]([C:4](=[O:5])[OH:6])[cH:8][cH:9][cH:10][c:11]1[S:12](=[O:13])(=[O:14])[NH:15][CH2:16][CH3:17].